From a dataset of the Open Reaction Database (ORD), a public repository of structured organic reaction records. describe an organic reaction: reactants, conditions, products, and yield Reactants: Cl, CCN(CC)c1ccc(-c2cn(-c3ncccc3C(=O)NC(Cc3ccccc3)C(=O)C(N)=O)cn2)cc1, O. Yields the product CCN(CC)c1ccc(-c2c[nH]cn2)cc1. RXN SMILES: [ClH:2].[NH2:3][C:4](=[O:5])[C:6](=[O:7])[CH:8]([NH:9][C:10](=[O:11])[c:12]1[cH:13][cH:14][cH:15][n:16][c:17]1-[n:22]1[cH:23][n:24][c:25](-[c:27]2[cH:28][cH:29][c:30]([N:33]([CH2:34][CH3:35])[CH2:36][CH3:37])[cH:31][cH:32]2)[cH:26]1)[CH2:18][c:19]1[cH:20][cH:21][cH:38][cH:39][cH:40]1.[OH2:1]>>[nH:22]1[cH:23][n:24][c:25](-[c:27]2[cH:28][cH:29][c:30]([N:33]([CH2:34][CH3:35])[CH2:36][CH3:37])[cH:31][cH:32]2)[cH:26]1. Starting materials: OCC1=CC=C(C=C1)C=1OC=C(N1)C(=O)OCC (ethyl 2-[4-(hydroxymethyl)phenyl]-1,3-oxazole-4-carboxylate), S(=O)(Cl)Cl (thionyl chloride), N1N=NC2=C1C=CC=C2 (benzotriazole). Run in C(Cl)Cl (CH2Cl2), C(Cl)Cl (CH2Cl2), C(Cl)(Cl)Cl (CHCl3). Reaction conditions: time 6 hour. The product is ClCC1=CC=C(C=C1)C=1OC=C(N1)C(=O)OCC (ethyl 2-[4-(chloromethyl)phenyl]-1,3-oxazole-4-carboxylate). Isolated yield 82.0%. Reaction SMILES: O[CH2:2][C:3]1[CH:8]=[CH:7][C:6]([C:9]2[O:10][CH:11]=[C:12]([C:14]([O:16][CH2:17][CH3:18])=[O:15])[N:13]=2)=[CH:5][CH:4]=1.S(Cl)([Cl:21])=O.N1C2C=CC=CC=2N=N1>C(Cl)Cl.C(Cl)(Cl)Cl>[Cl:21][CH2:2][C:3]1[CH:8]=[CH:7][C:6]([C:9]2[O:10][CH:11]=[C:12]([C:14]([O:16][CH2:17][CH3:18])=[O:15])[N:13]=2)=[CH:5][CH:4]=1. Procedure details: A solution of ethyl 2-[4-(hydroxymethyl)phenyl]-1,3-oxazole-4-carboxylate (0.467 g, 1.89 mmol) in CH2Cl2 was treated with a solution of thionyl chloride (0.281 g, 2.36 mmol) and benzotriazole (0.281 g, 2.36 mmol) in CH2Cl2, and stirred 6 hours at room temperature. The reaction was diluted with CHCl3, filtered over Celite and concentrated under vacuum. The resultant residue was purified by flash chromatography (silica, MeOH:CH2Cl2 5%) to give the title product in 82% yield, identified by NMR and ... The reactants are CO, [H][H], N, N#CCCCN1CCC(Cc2nc3ccccc3n2Cc2ccco2)CC1. Yields the product NCCCCN1CCC(Cc2nc3ccccc3n2Cc2ccco2)CC1. Reaction SMILES: [CH3:31][OH:32].[H:29][H:30].[NH3:28].[o:1]1[c:2]([CH2:6][n:7]2[c:8]([CH2:16][CH:17]3[CH2:18][CH2:19][N:20]([CH2:23][CH2:24][CH2:25][C:26]#[N:27])[CH2:21][CH2:22]3)[n:9][c:10]3[c:11]2[cH:12][cH:13][cH:14][cH:15]3)[cH:3][cH:4][cH:5]1>>[o:1]1[c:2]([CH2:6][n:7]2[c:8]([CH2:16][CH:17]3[CH2:18][CH2:19][N:20]([CH2:23][CH2:24][CH2:25][CH2:26][NH2:27])[CH2:21][CH2:22]3)[n:9][c:10]3[c:11]2[cH:12][cH:13][cH:14][cH:15]3)[cH:3][cH:4][cH:5]1. Starting materials: CCC(C)(Br)C(=O)O, CCOCC, C=C(C)C, [Na+], O=C([O-])O, O=S(=O)(O)O. Yields the product CCC(C)(Br)C(=O)OC(C)(C)C. RXN SMILES: [Br:5][C:6]([C:7](=[O:8])[OH:9])([CH2:10][CH3:11])[CH3:12].[CH2:18]([O:19][CH2:20][CH3:21])[CH3:22].[CH2:1]=[C:2]([CH3:3])[CH3:4].[Na+:23].[OH:24][C:25](=[O:26])[O-:27].[S:13](=[O:14])(=[O:15])([OH:16])[OH:17]>>[CH3:1][C:2]([CH3:3])([CH3:4])[O:9][C:7]([C:6]([Br:5])([CH2:10][CH3:11])[CH3:12])=[O:8]. Reactants: NC1=NC=CC=C1 (2-aminopyridine), C(C1=CC=CO1)=O (furfural), [BH4-].[Na+] (NaBH4). Run in C1=CC=CC=C1 (benzene). Run at time 5 hour. Product: C(C1=CC=CO1)C=1C(=NC=CC1)N (furfuryl aminopyridine). The yield is 65.0%. As a reaction SMILES: [NH2:1][C:2]1[CH:7]=[CH:6][CH:5]=[CH:4][N:3]=1.[CH:8](=O)[C:9]1[O:13][CH:12]=[CH:11][CH:10]=1.[BH4-].[Na+]>C1C=CC=CC=1>[CH2:8]([C:7]1[C:2]([NH2:1])=[N:3][CH:4]=[CH:5][CH:6]=1)[C:9]1[O:13][CH:12]=[CH:11][CH:10]=1 |f:2.3|. Reported procedure: A mixture of 20 g (0.213 mol) of 2-aminopyridine and 22.5 g (0.234 mol) of furfural in 400 ml of benzene was refluxed for 2 hours. The benzene was then evaporated off and the residue was taken up with 500 ml of methanol. The mixture was stirred in an ice bath whereupon 8.9 g (0.234 mol) of NaBH4 were added in small portions. The mixture was then stirred at ambient temperature for 5 hours. After the methanol had been evaporated off, the residue was extracted with ether to give 24.1 g of furfuryl ... Reactants: C(CC)(=S)O (thiopropanoic acid), C(C(=C)C)(=O)O (methacrylic acid). Run at time 8 hour. The product is C(CC)(=O)SCC(C(=O)O)C (3-Propanoylthio-2-methylpropanoic acid). As a reaction SMILES: [C:1]([OH:5])(=[S:4])[CH2:2][CH3:3].[C:6]([OH:11])(=[O:10])[C:7]([CH3:9])=[CH2:8]>>[C:1]([S:4][CH2:8][CH:7]([CH3:9])[C:6]([OH:11])=[O:10])(=[O:5])[CH2:2][CH3:3]. Reported procedure: A mixture of thiopropanoic acid (50 g) and methacrylic acid (34.1 g) was heated on a steam bath for 3 hours and allowed to stand at room temperature overnight. The reaction mixture was distilled under reduced pressure to give the title compound, b.p. 135°-138° C. (2 mmHg). Starting materials: CC(=O)N(C)c1cc(Br)cc([N+](=O)[O-])c1, CCO, Cl. Product: CC(=O)N(C)c1cc(N)cc(Br)c1. Reaction SMILES: [Br:1][c:2]1[cH:3][c:4]([N:11]([C:12]([CH3:13])=[O:14])[CH3:15])[cH:5][c:6]([N+:8]([O-:9])=[O:10])[cH:7]1.[CH3:16][CH2:17][OH:18].[ClH:19]>>[Br:1][c:2]1[cH:3][c:4]([N:11]([C:12]([CH3:13])=[O:14])[CH3:15])[cH:5][c:6]([NH2:8])[cH:7]1. The reactants are [H][H] (Hydrogen), NC(CO)(C)C (2-amino-2-methyl-1-propanol). Reagents/catalysts: Ni Fe Cu Mn. Solvent: COCCOCCOCCOCCOC (tetraethylene glycol dimethyl ether), COCCOCCOCCOCCOC (tetraglyme). The product is CC1(NCC(NC1)(C)C)C (2,2,5,5-tetramethylpiperazine). Yield: 62.0%. RXN SMILES: [NH2:1][C:2]([CH3:6])([CH3:5])[CH2:3]O.[H][H]>COCCOCCOCCOCCOC>[CH3:5][C:2]1([CH3:6])[CH2:3][NH:1][C:2]([CH3:6])([CH3:3])[CH2:5][NH:1]1. Reported procedure: In this example, 139 cc of a Ni-Fe-Cu-Mn catalyst (1/8" diameter) were charged to an 0.815" ID tubular upward flow reactor. A liquid feed containing 2-amino-2-methyl-1-propanol and tetraglyme (a tetraethylene glycol dimethyl ether solvent) (1/1.18 by weight) was pumped through the catalyst bed at a rate of 0.12 lb/hr at 240° C. Hydrogen was also passed through the reactor at a rate of about 6 L/hr. The pressure was maintained at 800 psig. The products were collected. GLC analysis showed that a 6... The reactants are OCC=1C=[N+](C=CC1)[O-] (3-hydroxymethylpyridine-N-oxide), S(=O)(Cl)Cl (thionyl chloride). The solvent is C1=CC=CC=C1 (benzene). The product is SCC=1C=[N+](C=CC1)[O-] (3-mercaptomethylpyridine-N-oxide). As a reaction SMILES: O[CH2:2][C:3]1[CH:4]=[N+:5]([O-:9])[CH:6]=[CH:7][CH:8]=1.[S:10](Cl)(Cl)=O>C1C=CC=CC=1>[SH:10][CH2:2][C:3]1[CH:4]=[N+:5]([O-:9])[CH:6]=[CH:7][CH:8]=1. Reported procedure: A solution of 30 g. of 3-hydroxymethylpyridine-N-oxide in 200 ml. of benzene and 18.4 g. of thionyl chloride was refluxed 2 hours, cooled and filtered to give 3-mercaptomethylpyridine-N-oxide. The reactants are ClC1=C(C=C(C=C1N1CCN(CC1)CC(F)F)C#N)NC1=NN2C(C(=N1)NC1CC1)=NC=C2C#N (((2-chloro-5-cyano-3-(4-(2,2-difluoroethyl)piperazin-1-yl)phenyl)amino)-4-(cyclopropylamino)imidazo[2,1-f][1,2,4]triazine-7-carbonitrile), Cl (HCl). Run in C(C)#N (acetonitrile), O (water). Reaction conditions: time 10 minute. Product: Cl.ClC1=C(C=C(C=C1N1CCN(CC1)CC(F)F)C#N)NC1=NN2C(C(=N1)NC1CC1)=NC=C2C#N (2-((2-chloro-5-cyano-3-(4-(2,2-difluoroethyl)piperazin-1-yl)phenyl)amino)-4-(cyclopropylamino)imidazo[2,1-f][1,2,4]triazine-7-carbonitrile, hydrochloride). The yield is 0.2%. As a reaction SMILES: [Cl:1][C:2]1[C:7]([N:8]2[CH2:13][CH2:12][N:11]([CH2:14][CH:15]([F:17])[F:16])[CH2:10][CH2:9]2)=[CH:6][C:5]([C:18]#[N:19])=[CH:4][C:3]=1[NH:20][C:21]1[N:26]=[C:25]([NH:27][CH:28]2[CH2:30][CH2:29]2)[C:24]2=[N:31][CH:32]=[C:33]([C:34]#[N:35])[N:23]2[N:22]=1.Cl>C(#N)C.O>[ClH:1].[Cl:1][C:2]1[C:7]([N:8]2[CH2:13][CH2:12][N:11]([CH2:14][CH:15]([F:17])[F:16])[CH2:10][CH2:9]2)=[CH:6][C:5]([C:18]#[N:19])=[CH:4][C:3]=1[NH:20][C:21]1[N:26]=[C:25]([NH:27][CH:28]2[CH2:29][CH2:30]2)[C:24]2=[N:31][CH:32]=[C:33]([C:34]#[N:35])[N:23]2[N:22]=1 |f:4.5|. Reported procedure: To the stirred solution of ((2-chloro-5-cyano-3-(4-(2,2-difluoroethyl)piperazin-1-yl)phenyl)amino)-4-(cyclopropylamino)imidazo[2,1-f][1,2,4]triazine-7-carbonitrile (0.045 g, 0,090 mmol) in dry acetonitrile (2.0 mL), water (4.0 mL) was added 1N HCl (90 μL, 0.090 mmol) at room temperature. The reaction mixture stirred at room temperature for 10 minutes. The reaction mixture converted in to clear solution. This mixture was freeze dried and lyophilized to afford 2-((2-chloro-5-cyano-3-(4-(2,2-difluo...